The task is: describe an organic reaction: reactants, conditions, products, and yield. This data is from the Open Reaction Database (ORD), a public repository of structured organic reaction records. Starting materials: C(C)N(CCCCl)CC (3-diethylaminopropyl chloride), C1(=CC=CC=C1)C=1OC2=C(C1)C=CC=C2 (2-phenylbenzofuran), C(C)C=1C=C(C(=O)Cl)C=C(C1OC)CC (3,5-diethyl-4-methoxybenzoyl chloride). Yields the product C(C)C=1C=C(C(=O)C2=C(OC3=C2C=CC=C3)C3=CC=CC=C3)C=C(C1OC)CC (3-(3,5-Diethyl-4-methoxybenzoyl)-2-phenylbenzofuran), C(C)C=1C=C(C(=O)C2=C(OC3=C2C=CC=C3)C3=CC=CC=C3)C=C(C1OCCCN(CC)CC)CC (3-[3,5-Diethyl-4-(3-diethylaminopropoxy)benzoyl]-2-phenylbenzofuran). Reaction SMILES: [C:1]1([C:7]2[O:8][C:9]3[CH:15]=[CH:14][CH:13]=[CH:12][C:10]=3[CH:11]=2)[CH:6]=[CH:5][CH:4]=[CH:3][CH:2]=1.[CH2:16]([C:18]1[CH:19]=[C:20]([CH:24]=[C:25]([CH2:29][CH3:30])[C:26]=1[O:27][CH3:28])[C:21](Cl)=[O:22])[CH3:17].[CH2:31]([N:33]([CH2:38][CH3:39])[CH2:34][CH2:35][CH2:36]Cl)[CH3:32]>>[CH2:29]([C:25]1[CH:24]=[C:20]([CH:19]=[C:18]([CH2:16][CH3:17])[C:26]=1[O:27][CH3:28])[C:21]([C:11]1[C:10]2[CH:12]=[CH:13][CH:14]=[CH:15][C:9]=2[O:8][C:7]=1[C:1]1[CH:6]=[CH:5][CH:4]=[CH:3][CH:2]=1)=[O:22])[CH3:30].[CH2:29]([C:25]1[CH:24]=[C:20]([CH:19]=[C:18]([CH2:16][CH3:17])[C:26]=1[O:27][CH2:36][CH2:35][CH2:34][N:33]([CH2:38][CH3:39])[CH2:31][CH3:32])[C:21]([C:11]1[C:10]2[CH:12]=[CH:13][CH:14]=[CH:15][C:9]=2[O:8][C:7]=1[C:1]1[CH:6]=[CH:5][CH:4]=[CH:3][CH:2]=1)=[O:22])[CH3:30]. Procedure: 3-(3,5-Diethyl-4-methoxybenzoyl)-2-phenylbenzofuran is prepared by acylation of 2-phenylbenzofuran with 3,5-diethyl-4-methoxybenzoyl chloride as described above. The subsequent steps of demethylation and reaction with 3-diethylaminopropyl chloride to give the title compound are accomplished as previously described. Reactants: CC(=O)OC(C)=O, CN(C)c1cc(CO)cc(Cl)n1, c1ccncc1. Yields the product CC(=O)OCc1cc(Cl)nc(N(C)C)c1. As a reaction SMILES: [CH3:13][C:14](=[O:15])[O:16][C:17]([CH3:18])=[O:19].[Cl:1][c:2]1[n:3][c:4]([N:10]([CH3:11])[CH3:12])[cH:5][c:6]([CH2:8][OH:9])[cH:7]1.[cH:20]1[cH:21][cH:22][n:23][cH:24][cH:25]1>>[Cl:1][c:2]1[n:3][c:4]([N:10]([CH3:11])[CH3:12])[cH:5][c:6]([CH2:8][O:9][C:14]([CH3:13])=[O:15])[cH:7]1. Procedure details: 44 g (182 mmol) of 7-(2-fluorobenzoyl)indoline and 800 ml of methylene chloride are poured into a reactor equipped with a central stirrer, a condenser provided with a calcium chloride guard tube, a dipping thermometer, a nitrogen inlet and a pressure-equalizing dropping funnel. 27.9 g (182 mmol) of N-chlorosuccinimide are added gradually and the mixture is stirred over a warm temperature. The mixture is washed with saturated sodium bicarbonate solution and then with water, dried and evaporated. ... The solvent is C(Cl)Cl (methylene chloride). Reaction SMILES: [F:1][C:2]1[CH:18]=[CH:17][CH:16]=[CH:15][C:3]=1[C:4]([C:6]1[CH:7]=[CH:8][CH:9]=[C:10]2[C:14]=1[NH:13][CH2:12][CH2:11]2)=[O:5].[Cl:19]N1C(=O)CCC1=O>C(Cl)Cl>[Cl:19][C:8]1[CH:9]=[C:10]2[C:14](=[C:6]([C:4](=[O:5])[C:3]3[CH:15]=[CH:16][CH:17]=[CH:18][C:2]=3[F:1])[CH:7]=1)[NH:13][CH2:12][CH2:11]2. The reactants are FC1=C(C(=O)C=2C=CC=C3CCNC23)C=CC=C1 (7-(2-fluorobenzoyl)indoline), ClN1C(CCC1=O)=O (N-chlorosuccinimide). Yield: 84.0%. The product is ClC=1C=C2CCNC2=C(C1)C(C1=C(C=CC=C1)F)=O (5-chloro-7-(2-fluorobenzoyl)indoline). Starting materials: [BH4-], CCCC[N+](CCCC)(CCCC)CCCC, CC(C)(C(=O)O)c1cn2nc(Cl)ccc2n1, Cl, C1CCOC1. Product: CC(C)(CO)c1cn2nc(Cl)ccc2n1. Reaction SMILES: [BH4-:17].[CH2:18]([N+:19]([CH2:20][CH2:21][CH2:22][CH3:23])([CH2:24][CH2:25][CH2:26][CH3:27])[CH2:28][CH2:29][CH2:30][CH3:31])[CH2:32][CH2:33][CH3:34].[Cl:1][c:2]1[cH:3][cH:4][c:5]2[n:6]([n:7]1)[cH:8][c:9]([C:11]([C:12](=[O:13])[OH:14])([CH3:15])[CH3:16])[n:10]2.[ClH:35].[O:36]1[CH2:37][CH2:38][CH2:39][CH2:40]1>>[Cl:1][c:2]1[cH:3][cH:4][c:5]2[n:6]([n:7]1)[cH:8][c:9]([C:11]([CH2:12][OH:13])([CH3:15])[CH3:16])[n:10]2. Reactants: BrBr, CC(=O)O, CC(C)(C)OC(=O)N1CCC(CCN2CCc3sccc3C2=O)CC1, O. Product: CC(C)(C)OC(=O)N1CCC(CCN2CCc3sc(Br)cc3C2=O)CC1. As a reaction SMILES: [Br:30][Br:31].[C:26]([OH:27])(=[O:28])[CH3:29].[O:1]=[C:2]1[N:3]([CH2:11][CH2:12][CH:13]2[CH2:14][CH2:15][N:16]([C:19](=[O:20])[O:21][C:22]([CH3:23])([CH3:24])[CH3:25])[CH2:17][CH2:18]2)[CH2:4][CH2:5][c:6]2[c:7]1[cH:8][cH:9][s:10]2.[OH2:32]>>[O:1]=[C:2]1[N:3]([CH2:11][CH2:12][CH:13]2[CH2:14][CH2:15][N:16]([C:19](=[O:20])[O:21][C:22]([CH3:23])([CH3:24])[CH3:25])[CH2:17][CH2:18]2)[CH2:4][CH2:5][c:6]2[c:7]1[cH:8][c:9]([Br:30])[s:10]2. Reactants: C(C)(C)(C)OC(NC(CC=O)C1=CC=CC=C1)=O (tert-butyl-3-oxo-1-phenylpropylcarbamate), C(C)(C)(C)OC(NC(CC=O)C1=CC=CC=C1)=O (tert-butyl-3-oxo-1-phenylpropylcarbamate), [N+](=[N-])=C(C(C)=O)P(OC)(OC)=O (dimethyl 1-diazo-2-oxopropylphosphonate), [N+](=[N-])=C(C(C)=O)P(OC)(OC)=O (dimethyl 1-diazo-2-oxopropylphosphonate), C([O-])([O-])=O.[K+].[K+] (potassium carbonate). Solvent: CO (methanol). Reaction conditions: time 16 hour. Yields the product C1(=CC=CC=C1)C(CC#C)NC(OC(C)(C)C)=O (tert-butyl 1-phenylbut-3-ynylcarbamate). Yield: 87.2%. RXN SMILES: [C:1]([O:5][C:6](=[O:18])[NH:7][CH:8]([C:12]1[CH:17]=[CH:16][CH:15]=[CH:14][CH:13]=1)[CH2:9][CH:10]=O)([CH3:4])([CH3:3])[CH3:2].[N+](=[C:21](P(=O)(OC)OC)C(=O)C)=[N-].C(=O)([O-])[O-].[K+].[K+]>CO>[C:12]1([CH:8]([NH:7][C:6](=[O:18])[O:5][C:1]([CH3:4])([CH3:3])[CH3:2])[CH2:9][C:10]#[CH:21])[CH:17]=[CH:16][CH:15]=[CH:14][CH:13]=1 |f:2.3.4|. Procedure: To the solution of 1.2 g of tert-butyl 3-oxo-1-phenylpropylcarbamate (Formula 12) and 1.38 g of dimethyl 1-diazo-2-oxopropylphosphonate (Formula 15) in 60 mL of methanol at 0° C. was added 1.32 g of potassium carbonate. The mixture was stirred at room temperature for 16 hours then quenched with saturated ammonium chloride solution and extracted with ethyl acetate. The combined organic layers were washed with brine, dried over sodium sulfate and concentrated. Column chromatography (5% ethyl aceta...